Task: describe an organic reaction: reactants, conditions, products, and yield. Dataset: the Open Reaction Database (ORD), a public repository of structured organic reaction records Starting materials: CI (methyl iodide), O[C@@H]([C@H]1[C@H](CC(N1C)=O)C1=CC=C(C=C1)NC)C=1SC(=CC1)C1=CC=CC=C1 ((±)-(4R*,5R*)-5-[(1S*)-hydroxy(5-phenyl(2-thienyl))methyl]-1-methyl-4-[4-(methylamino)phenyl]pyrrolidin-2-one), CI (methyl iodide), C([O-])([O-])=O.[K+].[K+] (potassium carbonate), C[O-].[Na+] (sodium methoxide). Run in C(C)#N (acetonitrile), CO (methanol), O (water). Conditions: time 3 hour. The product is O[C@@H]([C@H]1[C@H](CC(N1C)=O)C1=CC=C(C=C1)N(C)C)C=1SC(=CC1)C1=CC=CC=C1 ((±)-(4R*,5R*)-5-[(1S*)-hydroxy(5-phenyl(2-thienyl))methyl]4-[4-(dimethylamino)phenyl]-1-methylpyrrolidin-2-one). Isolated yield 13.7%. As a reaction SMILES: [OH:1][C@H:2]([C:18]1[S:19][C:20]([C:23]2[CH:28]=[CH:27][CH:26]=[CH:25][CH:24]=2)=[CH:21][CH:22]=1)[C@@H:3]1[N:7]([CH3:8])[C:6](=[O:9])[CH2:5][C@@H:4]1[C:10]1[CH:15]=[CH:14][C:13]([NH:16][CH3:17])=[CH:12][CH:11]=1.CI.[C:31](=O)([O-])[O-].[K+].[K+].C[O-].[Na+]>C(#N)C.O.CO>[OH:1][C@H:2]([C:18]1[S:19][C:20]([C:23]2[CH:28]=[CH:27][CH:26]=[CH:25][CH:24]=2)=[CH:21][CH:22]=1)[C@@H:3]1[N:7]([CH3:8])[C:6](=[O:9])[CH2:5][C@@H:4]1[C:10]1[CH:11]=[CH:12][C:13]([N:16]([CH3:31])[CH3:17])=[CH:14][CH:15]=1 |f:2.3.4,5.6|. Procedure details: A mixture of (±)-(4R*,5R*)-5-[(1S*)-hydroxy(5-phenyl(2-thienyl))methyl]-1-methyl-4-[4-(methylamino)phenyl]pyrrolidin-2-one (Example 18, 70 mg, 0.18 mmol), methyl iodide (26 mg, 0.18 mmol) and potassium carbonate (49 mg, 0.36 mmol) in acetonitrile (1 mL) was stirred for 3 h. More methyl iodide (0.26 mg, 0.18 mmol) was added and the mixture was heated at the reflux temperature for 2 h. The reaction mixture was treated with sodium methoxide (20 mg, 0.36 mmol) and methanol (1 mL) and heated at the r... Reactants: [Br-], CCC(C)(C)Cc1cn(S(=O)(=O)N(C)C)c(C(=O)Cc2ccc(Br)cc2)n1, C[Mg+], [Ce+3], [Cl-], [Cl-], [Cl-], C1CCOC1. Product: CCC(C)(C)Cc1cn(S(=O)(=O)N(C)C)c(C(C)(O)Cc2ccc(Br)cc2)n1. Reaction SMILES: [Br-:32].[Br:5][c:6]1[cH:7][cH:8][c:9]([CH2:12][C:13](=[O:14])[c:15]2[n:16]([S:26](=[O:27])(=[O:28])[N:29]([CH3:30])[CH3:31])[cH:17][c:18]([CH2:20][C:21]([CH2:22][CH3:23])([CH3:24])[CH3:25])[n:19]2)[cH:10][cH:11]1.[CH3:33][Mg+:34].[Ce+3:2].[Cl-:1].[Cl-:3].[Cl-:4].[O:35]1[CH2:36][CH2:37][CH2:38][CH2:39]1>>[Br:5][c:6]1[cH:7][cH:8][c:9]([CH2:12][C:13]([OH:14])([c:15]2[n:16]([S:26](=[O:27])(=[O:28])[N:29]([CH3:30])[CH3:31])[cH:17][c:18]([CH2:20][C:21]([CH2:22][CH3:23])([CH3:24])[CH3:25])[n:19]2)[CH3:33])[cH:10][cH:11]1. Product: C(\C=C/CCCC)(=O)O (cis-heptenoic acid). As a reaction SMILES: [C:1]1([OH:10])[O:2]C=[C:4]2[C:9]=1[CH:8]=[CH:7][CH:6]=[CH:5]2.[Br-].C(CCCCC[P+](C1C=CC=CC=1)(C1C=CC=CC=1)C1C=CC=CC=1)(O)=O>>[C:1]([OH:10])(=[O:2])/[CH:9]=[CH:8]\[CH2:7][CH2:6][CH2:5][CH3:4] |f:1.2|. Starting materials: C=1(OC=C2C=CC=CC12)O (isobenzofuranol), [Br-].C(=O)(O)CCCCC[P+](C1=CC=CC=C1)(C1=CC=CC=C1)C1=CC=CC=C1 (5-carboxypentyltriphenylphosphonium bromide). Procedure: These reactions are carried out using readily available starting materials and give good yields of the end product. Thus, as shown above for the 1,4 di-substituted benzenes, dicyanohydroquinone is sequentially treated with the appropriate alkyl halide, sodium hydroxide, and acetic anhydride, to yield the corresponding phthalic anhydride, which is then reduced to the isobenzofuranol derivative. The latter is treated with the ylide derived from 5-carboxypentyltriphenylphosphonium bromide to give t... RXN SMILES: [CH3:1][O:2][C:3]1[C:4](=[O:9])[NH:5][C:6](=[O:8])[CH:7]=1.C(O)(C(F)(F)F)=O.[CH2:17]([N:24]([CH2:28][Si](C)(C)C)[CH2:25]OC)[C:18]1[CH:23]=[CH:22][CH:21]=[CH:20][CH:19]=1>C(Cl)Cl.C(=O)(O)[O-].[Na+]>[CH2:17]([N:24]1[CH2:28][C@:3]2([O:2][CH3:1])[C:4](=[O:9])[NH:5][C:6](=[O:8])[C@@H:7]2[CH2:25]1)[C:18]1[CH:23]=[CH:22][CH:21]=[CH:20][CH:19]=1 |f:4.5|. Starting materials: C(C1=CC=CC=C1)N(COC)C[Si](C)(C)C (N-benzyl-1-methoxy-N-[(trimethylsilyl)methyl]methanamine), COC=1C(NC(C1)=O)=O (3-methoxy-1H-pyrrole-2,5-dione), C(=O)(C(F)(F)F)O (TFA), C(C1=CC=CC=C1)N(COC)C[Si](C)(C)C (N-benzyl-1-methoxy-N-[(trimethylsilyl)methyl]methanamine). Product: C(C1=CC=CC=C1)N1C[C@@H]2[C@](C1)(C(NC2=O)=O)OC ((cis)-5-benzyl-3a-methoxytetrahydropyrrolo[3,4-c]pyrrole-1,3(2H,3aH)-dione). Run in C([O-])(O)=O.[Na+] (sodium bicarbonate), C(Cl)Cl (DCM), C(Cl)Cl (DCM), C(Cl)Cl (DCM). Reaction conditions: time 18 hour. Reported procedure: To a 0° C. solution of 3-methoxy-1H-pyrrole-2,5-dione ({see M. Couturier, J. L. Tucker, B. M. Andresen, P. Dube, J. T. Negri, Org. Lett., 2001, 3, 465-467}, 950 mg, 7.47 mmol) and TFA (0.070 mL, 0.897 mmol) in DCM (70 mL) was added slowly a solution of N-benzyl-1-methoxy-N-[(trimethylsilyl)methyl]methanamine (3.06 mL, 12.0 mmol) in DCM (30 mL) at a rate such to maintain the internal reaction temperature <2° C. The resulting bright yellow solution was slowly warmed to ambient temperature and stir... Isolated yield 61.0%. Reactants: CN[C@H]1[C@@H](CCCC1)NC ((R,R)-(−)-N,N′-Dimethyl-1,2-cyclohexanediamine), IC1=CN=CN1CCOC1OCCCC1 (5-iodo-1-[2-(tetrahydro-pyran-2-yloxy)-ethyl]-1H-imidazole), IC1=CN=CN1CCOC1OCCCC1 (5-Iodo-1-[2-(tetrahydro-pyran-2-yloxy)-ethyl]-1H-imidazole), C(C)(C)(C)C=1C=C(NN1)N (5-tert-butyl-2H-pyrazol-3-ylamine), C(=O)([O-])[O-].[K+].[K+] (K2CO3). The reagents and catalysts are [Cu]I (copper(I)iodide). The solvent is C1(=CC=CC=C1)C (toluene), O (water). Conditions: temperature 150 celsius. Yields the product C(C)(C)(C)C=1C=C(N(N1)C=1N=CN(C1)CCOC1OCCCC1)N (5-tert-Butyl-2-{1-[2-(tetrahydro-pyran-2-yloxy)-ethyl]-1H-imidazol-4-yl}-2H-pyrazol-3-ylamine). The yield is 35.4%. RXN SMILES: I[C:2]1[N:6]([CH2:7][CH2:8][O:9][CH:10]2[CH2:15][CH2:14][CH2:13][CH2:12][O:11]2)[CH:5]=[N:4][CH:3]=1.[C:16]([C:20]1[CH:21]=[C:22]([NH2:25])[NH:23][N:24]=1)([CH3:19])([CH3:18])[CH3:17].C([O-])([O-])=O.[K+].[K+].CN[C@@H]1CCCC[C@H]1NC>[Cu]I.O.C1(C)C=CC=CC=1>[C:16]([C:20]1[CH:21]=[C:22]([NH2:25])[N:23]([C:3]2[N:4]=[CH:5][N:6]([CH2:7][CH2:8][O:9][CH:10]3[CH2:15][CH2:14][CH2:13][CH2:12][O:11]3)[CH:2]=2)[N:24]=1)([CH3:19])([CH3:18])[CH3:17] |f:2.3.4|. Procedure: To a mixture of Intermediate 119a (1.50 g, 4.66 mmol), 5-tert-butyl-2H-pyrazol-3-ylamine (648 mg, 4.66 mmol), copper(I)iodide (44 mg, 0.23 mmol) and K2CO3 (1.35 g, 9.78 mmol) was added a solution of toluene (10 mL), previously degassed by using a stream of argon. (R,R)-(−)-N,N′-Dimethyl-1,2-cyclohexanediamine (147 μL, 0.93 mmol) was then added and the reaction mixture was heated at 150° C. for 3 h under microwave irradiation. The crude reaction mixture was poured into water and extracted with Et... The reactants are BrC1=NC=C(C=C1N)Cl (2-bromo-5-chloro-pyridin-3-ylamine), CC=1C=C(C=CC1Cl)S(=O)(=O)Cl (3-methyl-4-chlorobenzenesulfonyl chloride). Solvent: N1=CC=CC=C1 (pyridine). Conditions: time 18 hour. Product: BrC1=NC=C(C=C1NS(=O)(=O)C1=CC(=C(C=C1)Cl)C)Cl (N-(2-bromo-5-chloro-pyridin-3-yl)-4-chloro-3-methyl-benzenesulfonamide). Reaction SMILES: [Br:1][C:2]1[C:7]([NH2:8])=[CH:6][C:5]([Cl:9])=[CH:4][N:3]=1.[CH3:10][C:11]1[CH:12]=[C:13]([S:18](Cl)(=[O:20])=[O:19])[CH:14]=[CH:15][C:16]=1[Cl:17]>N1C=CC=CC=1>[Br:1][C:2]1[C:7]([NH:8][S:18]([C:13]2[CH:14]=[CH:15][C:16]([Cl:17])=[C:11]([CH3:10])[CH:12]=2)(=[O:19])=[O:20])=[CH:6][C:5]([Cl:9])=[CH:4][N:3]=1. Procedure details: To a stirred solution of 2-bromo-5-chloro-pyridin-3-ylamine (4.12 g, 20 mmol) in anhydrous pyridine (100 mL) was added 3-methyl-4-chlorobenzenesulfonyl chloride (6.35 g, 26 mmol) and the progress of the reaction was followed by LCMS. The reaction mixture was stirred overnight (18 h), then concentrated to remove as much of the pyridine as possible. The residue was dissolved in THF and was stirred 18 h with aqueous sodium hydroxide (20 mL) in THF to cleave the bis-sulfonamide. The reaction mixture... Reactants: amides, acetoacetyl, CC1(OC(=CC(O1)=O)C)C (2,2,6-trimethyl-1,3-dioxin-4-one), C(=O)NC(CC(=O)C)=O (N-formylacetoacetamide), CC1(OC(=CC(O1)=O)C)C (2,2,6-trimethyl-1,3-dioxin-4-one), CN(C1=CC=CC=C1)C (N,N-dimethylaniline). Product: N1C(C=CC=C1)=O (pyridone), O1C=CC(C=C1)=O (4-pyrone). Reaction SMILES: C[C:2]1([CH3:10])[O:7][C:6](=O)[CH:5]=[C:4](C)[O:3]1.[CH:11]([NH:13][C:14](=[O:19])[CH2:15][C:16]([CH3:18])=O)=O.CN(C)C1C=CC=CC=1>>[NH:13]1[CH:11]=[CH:18][CH:16]=[CH:15][C:14]1=[O:19].[O:7]1[CH:6]=[CH:5][C:4](=[O:3])[CH:10]=[CH:2]1. Reported procedure: In addition, the reaction for obtaining an 4-pyrone compound from 2,2,6-trimethyl-1,3-dioxin-4-one has been known. That is, T. Kato et al [Chem, Pharm. Bull., 30, 1315(1982)] studied on the reaction between amides or acetoacetyl derivatives thereof and 2,2,6-trimethyl-1,3-dioxin-4-one and reported that the reaction of N-formylacetoacetamide with 2,2,6-trimethyl-1,3-dioxin-4-one in the presence of N,N-dimethylaniline gave a pyridone compound as the main product and 4-pyrone compound as the by-pro... Reactants: CC(C)OC(N[C@@H]1C[C@@H](N(C2=CC=C(C=C12)C1=NOC(=N1)CNC(=O)OC(C)(C)C)C(C)=O)C)=O (1-methylethyl((2S,4R)-1-acetyl-6-{5-[({[(1,1-dimethylethyl)oxy]carbonyl}amino)methyl]-1,2,4-oxadiazol-3-yl}-2-methyl-1,2,3,4-tetrahydro-4-quinolinyl)carbamate), Intermediate 60, Cl (HCl), CCOCC (Et2O). The solvent is O1CCOCC1 (1,4-dioxane). Reaction conditions: time 5 hour. Yields the product Cl.C(C)(=O)N1[C@H](C[C@H](C2=CC(=CC=C12)C1=NOC(=N1)CN)NC(OC(C)C)=O)C (1-methylethyl {(2S,4R)-1-acetyl-6-[5-(aminomethyl)-1,2,4-oxadiazol-3-yl]-2-methyl-1,2,3,4-tetrahydro-4-quinolinyl}carbamate hydrochloride). Yield: 61.9%. RXN SMILES: [CH3:1][CH:2]([O:4][C:5](=[O:35])[NH:6][C@H:7]1[C:16]2[C:11](=[CH:12][CH:13]=[C:14]([C:17]3[N:21]=[C:20]([CH2:22][NH:23]C(OC(C)(C)C)=O)[O:19][N:18]=3)[CH:15]=2)[N:10]([C:31](=[O:33])[CH3:32])[C@@H:9]([CH3:34])[CH2:8]1)[CH3:3].[ClH:36].CCOCC>O1CCOCC1>[ClH:36].[C:31]([N:10]1[C:11]2[C:16](=[CH:15][C:14]([C:17]3[N:21]=[C:20]([CH2:22][NH2:23])[O:19][N:18]=3)=[CH:13][CH:12]=2)[C@H:7]([NH:6][C:5](=[O:35])[O:4][CH:2]([CH3:1])[CH3:3])[CH2:8][C@@H:9]1[CH3:34])(=[O:33])[CH3:32] |f:4.5|. Procedure: To a solution of 1-methylethyl((2S,4R)-1-acetyl-6-{5-[({[(1,1-dimethylethyl)oxy]carbonyl}amino)methyl]-1,2,4-oxadiazol-3-yl}-2-methyl-1,2,3,4-tetrahydro-4-quinolinyl)carbamate (for a preparation, see Intermediate 60) (132 mg, 0.271 mmol) in 1,4-dioxane (2 mL) at room temperature was added HCl (4N in 1,4-dioxane, 2 mL, 8.00 mmol) and the resulting mixture was stirred at this temperature for 5 h then left standing at 4° C. for 16 h. The mixture was warmed to room temperature and most of the solven... The reactants are CN(C)C=O, [N-]=[N+]=Nc1cccc2c1C(=O)N(CCCCCC(=O)O)C2=O, O=S(Cl)Cl. Product: [N-]=[N+]=Nc1cccc2c1C(=O)N(CCCCCC(=O)Cl)C2=O. RXN SMILES: [CH3:27][N:28]([CH3:29])[CH:30]=[O:31].[N:1](=[N+:2]=[N-:3])[c:4]1[c:5]2[c:6]([cH:20][cH:21][cH:22]1)[C:7](=[O:8])[N:9]([CH2:12][CH2:13][CH2:14][CH2:15][CH2:16][C:17](=[O:18])[OH:19])[C:10]2=[O:11].[S:23]([Cl:24])([Cl:25])=[O:26]>>[N:1](=[N+:2]=[N-:3])[c:4]1[c:5]2[c:6]([cH:20][cH:21][cH:22]1)[C:7](=[O:8])[N:9]([CH2:12][CH2:13][CH2:14][CH2:15][CH2:16][C:17](=[O:18])[Cl:25])[C:10]2=[O:11]. Reaction SMILES: Cl.[Cl:2][C:3]1[CH:8]=[CH:7][CH:6]=[CH:5][C:4]=1[N:9]1[CH2:14][CH2:13][NH:12][CH2:11][CH2:10]1.[C:15]1([C:23]2[CH:28]=[CH:27][CH:26]=[CH:25][CH:24]=2)[CH:20]=[CH:19][CH:18]=[C:17]([CH:21]=O)[CH:16]=1.[BH-](OC(C)=O)(OC(C)=O)OC(C)=O.[Na+].C1(C2C=CC=CC=2)C=CC=CC=1CN1CCN(C2C=CC=CC=2)CC1>>[C:15]1([C:23]2[CH:24]=[CH:25][CH:26]=[CH:27][CH:28]=2)[CH:20]=[CH:19][CH:18]=[C:17]([CH2:21][N:12]2[CH2:13][CH2:14][N:9]([C:4]3[CH:5]=[CH:6][CH:7]=[CH:8][C:3]=3[Cl:2])[CH2:10][CH2:11]2)[CH:16]=1 |f:0.1,3.4|. Reactants: Cl.ClC1=C(C=CC=C1)N1CCNCC1 (1-(2-chlorophenyl)piperazine hydrochloride), C1(=C(C=CC=C1)CN1CCN(CC1)C1=CC=CC=C1)C1=CC=CC=C1 (1-(biphenyl-2-ylmethyl)-4-phenylpiperazine), C1(=CC(=CC=C1)C=O)C1=CC=CC=C1 (biphenyl-3-carbaldehyde), [BH-](OC(=O)C)(OC(=O)C)OC(=O)C.[Na+] (NaBH(OAc)3). Procedure details: 200.0 mg of the target compound (0.55 mmol, 67.2%) was obtained using 1-(2-chlorophenyl)piperazine hydrochloride (382 mg, 1.64 mmol), biphenyl-3-carbaldehyde (150 mg, 0.82 mmol) and NaBH(OAc)3 (529 mg, 2.46 mmol) according to the synthesis method of Compound 1. The product is C1(=CC(=CC=C1)CN1CCN(CC1)C1=C(C=CC=C1)Cl)C1=CC=CC=C1 (1-(biphenyl-3-ylmethyl)-4-(2-chlorophenyl)piperazine).